This data is from the Open Reaction Database (ORD), a public repository of structured organic reaction records. The task is: describe an organic reaction: reactants, conditions, products, and yield The reactants are C[C@@]12CCC[C@@]1([C@@H]1CC[C@@H]3C[C@H](CC[C@]3(C)[C@H]1CC2)O)O (5β-androstan-3β,14β-diol), [H-].[Na+] (sodium hydride), C(C=C)Br (allyl bromide). Run in O1CCCC1 (tetrahydrofuran). Reaction conditions: time 20 hour. The product is C[C@@]12CCC[C@@]1([C@@H]1CC[C@@H]3CCCC[C@]3(C)[C@H]1CC2)O (5β-androstan-14β-ol). RXN SMILES: [CH3:1][C@:2]12[CH2:19][CH2:18][C@H:17]3[C@@H:7]([CH2:8][CH2:9][C@H:10]4[C@:15]3([CH3:16])[CH2:14][CH2:13][C@H:12](O)[CH2:11]4)[C@@:6]1([OH:21])[CH2:5][CH2:4][CH2:3]2.[H-].[Na+].C(Br)C=C>O1CCCC1>[CH3:1][C@:2]12[CH2:19][CH2:18][C@H:17]3[C@@H:7]([CH2:8][CH2:9][C@H:10]4[C@:15]3([CH3:16])[CH2:14][CH2:13][CH2:12][CH2:11]4)[C@@:6]1([OH:21])[CH2:5][CH2:4][CH2:3]2 |f:1.2|. Procedure: To a solution of 6.05 g of 17β-12-(1,3-dioxolanyl)]-5β-androstan-3β,14β-diol in 80 ml of dry tetrahydrofuran. 5.80 g of sodium hydride (60% dispersion in mineral oil) were added under nitrogen atmosphere at room temperature and the resulting mixture was stirred at reflux temperature for 6 hrs. Alter cooling. 18.0 g of allyl bromide were added and the reflux continued for further 20 hrs. The mixture was quenched with water and the organic solvent was distilled under reduced pressure. The residue ... Starting materials: CCCC1(C(=O)c2cc3cc(F)ccc3n2S(=O)(=O)c2ccccc2)CCN(C(=O)OC(C)(C)C)CC1, CO, [Na+], [OH-]. The product is CCCC1(C(=O)c2cc3cc(F)ccc3[nH]2)CCN(C(=O)OC(C)(C)C)CC1. As a reaction SMILES: [C:1]([CH3:2])([CH3:3])([CH3:4])[O:5][C:6](=[O:7])[N:8]1[CH2:9][CH2:10][C:11]([CH2:14][CH2:15][CH3:16])([C:17](=[O:18])[c:19]2[n:20]([S:29]([c:30]3[cH:31][cH:32][cH:33][cH:34][cH:35]3)(=[O:36])=[O:37])[c:21]3[cH:22][cH:23][c:24]([F:28])[cH:25][c:26]3[cH:27]2)[CH2:12][CH2:13]1.[CH3:40][OH:41].[Na+:39].[OH-:38]>>[C:1]([CH3:2])([CH3:3])([CH3:4])[O:5][C:6](=[O:7])[N:8]1[CH2:9][CH2:10][C:11]([CH2:14][CH2:15][CH3:16])([C:17](=[O:18])[c:19]2[nH:20][c:21]3[cH:22][cH:23][c:24]([F:28])[cH:25][c:26]3[cH:27]2)[CH2:12][CH2:13]1. Starting materials: [N+](=O)([O-])C=1C=C(C(=CC1)C)C (4-Nitro-o-xylene), C=O (paraformaldehyde), trimethylsilyl ethers, alcohols, C(=O)([O-])[O-].[K+].[K+] (K2CO3), [O-2].[O-2].[O-2].[Al+3].[Al+3] (gamma-alumina), K+, [N+](=O)([O-])C=1C=C(C(=CC1)C)C (4-nitro-o-xylene). The reagents and catalysts are catalyst. Run in CS(=O)C (dimethylsulphoxide). Run at temperature 500 celsius. The product is CC1=C(C=CC(=C1)[N+](=O)[O-])C(CO)CO (2-(2-methyl-4-nitrophenyl)-1,3-propanediol). As a reaction SMILES: [N+:1]([C:4]1[CH:5]=[C:6]([CH3:11])[C:7]([CH3:10])=[CH:8][CH:9]=1)([O-:3])=[O:2].[CH2:12]=[O:13].[C:14]([O-:17])([O-])=O.[K+].[K+].[O-2].[O-2].[O-2].[Al+3].[Al+3]>CS(C)=O>[CH3:11][C:6]1[CH:5]=[C:4]([N+:1]([O-:3])=[O:2])[CH:9]=[CH:8][C:7]=1[CH:10]([CH2:14][OH:17])[CH2:12][OH:13] |f:2.3.4,5.6.7.8.9|. Reported procedure: 1.2 g (8.0 mmol) 4-Nitro-o-xylene and 0.66 g (22 mmol) paraformaldehyde were added to a mixture of 1.2 g catalyst in 4 ml of dimethylsulphoxide. The catalyst had been prepared by heating for 24 hours at 500° C. a composition containing 20 g K2CO3 per 100 g gamma-alumina, i.e. 2.89 mmol K+ /g Al2O3. The reaction mixture was stirred under nitrogen at 20°-25° C. The conversion of 4-nitro-o-xylene and the selectivity during the reaction were determined by gas-liquid chromatography, whereby the alcoh... Reactants: CC(=O)O, Cc1ccc(-c2c(Cl)ncnc2Cl)cc1, [H-], [Na+], C1CCOC1, OCCO. The product is Cc1ccc(-c2c(Cl)ncnc2OCCO)cc1. Reaction SMILES: [CH3:27][C:28](=[O:29])[OH:30].[Cl:12][c:13]1[n:14][cH:15][n:16][c:17]([Cl:26])[c:18]1-[c:19]1[cH:20][cH:21][c:22]([CH3:25])[cH:23][cH:24]1.[H-:10].[Na+:11].[O:1]1[CH2:2][CH2:3][CH2:4][CH2:5]1.[OH:6][CH2:7][CH2:8][OH:9]>>[O:6]([CH2:7][CH2:8][OH:9])[c:17]1[n:16][cH:15][n:14][c:13]([Cl:12])[c:18]1-[c:19]1[cH:20][cH:21][c:22]([CH3:25])[cH:23][cH:24]1. Reaction SMILES: [N+:1]([C:4]1[CH:9]=[CH:8][C:7]([C:10]2([C:13]([O-:15])=O)CO2)=[CH:6][CH:5]=1)([O-:3])=[O:2].[N-:16]=[N+:17]=[N-:18].[Na+].[CH:20]([O:22][CH2:23][CH3:24])=[O:21]>CCO.O.CCOC(C)=O>[N:16]([CH:10]([C:7]1[CH:6]=[CH:5][C:4]([N+:1]([O-:3])=[O:2])=[CH:9][CH:8]=1)[CH:13]([OH:15])[C:20]([O:22][CH2:23][CH3:24])=[O:21])=[N+:17]=[N-:18] |f:1.2,4.5|. Starting materials: [N-]=[N+]=[N-].[Na+] (sodium azide), C(=O)OCC (ethyl formate), [N+](=O)([O-])C1=CC=C(C=C1)C1(OC1)C(=O)[O-] (4-nitrophenyl-2-oxirane carboxylate). Run in CCO.O (EtOH water), CCOC(=O)C (EtOAc). Reported procedure: A mixture of ethyl (2RS,3RS)-3-(4-nitrophenyl-2-oxirane carboxylate [prepared by the method of Moyna, G., Williams, H. J., Scott, A. I., Synth. Commun, (1996) 26, 2235-9] (2.5 g, 10.5 mmol) sodium azide (3.4 g, 52.5 mmol), ethyl formate (10 ml) in EtOH/water (8:1, 50 ml) was heated at 50° overnight. The mixture was diluted with EtOAc, washed with water and brine, dried (Na2SO4) and evaporated in vacuo. Column chromatography (SiO2; MeOH/DCM, 1:99) gave the title compound as a yellow oil (2.34 g) ... Product: N(=[N+]=[N-])C(C(C(=O)OCC)O)C1=CC=C(C=C1)[N+](=O)[O-] (Ethyl (2RS,3RS)-3-azido-2-hydroxy-3-(4-nitrophenyl)propanoate). Starting materials: CCO, CCOC(=O)C=Cc1cccc([N+](=O)[O-])c1. The product is CCOC(=O)C=Cc1cccc(N)c1. RXN SMILES: [CH3:17][CH2:18][OH:19].[N+:1]([O-:2])(=[O:3])[c:4]1[cH:5][c:6]([CH:7]=[CH:8][C:9](=[O:10])[O:11][CH2:12][CH3:13])[cH:14][cH:15][cH:16]1>>[NH2:1][c:4]1[cH:5][c:6]([CH:7]=[CH:8][C:9](=[O:10])[O:11][CH2:12][CH3:13])[cH:14][cH:15][cH:16]1.